Dataset: the Open Reaction Database (ORD), a public repository of structured organic reaction records. Task: describe an organic reaction: reactants, conditions, products, and yield Reaction SMILES: [CH2:1]([C:12]1[N:16]=[C:15]([C:17]2[CH:18]=[C:19]([CH:22]=[CH:23][CH:24]=2)[CH:20]=O)[O:14][N:13]=1)[CH2:2][CH2:3][CH2:4][CH2:5][CH2:6][CH2:7][CH2:8][CH2:9][CH2:10][CH3:11].Br.[C:26]1([C:34]2[CH:39]=[CH:38][CH:37]=[CH:36][CH:35]=2)[CH:31]=[CH:30][CH:29]=[C:28]([CH2:32][NH2:33])[CH:27]=1>>[C:26]1([C:34]2[CH:39]=[CH:38][CH:37]=[CH:36][CH:35]=2)[CH:31]=[CH:30][CH:29]=[C:28]([CH2:32][NH:33][CH2:20][C:19]2[CH:22]=[CH:23][CH:24]=[C:17]([C:15]3[O:14][N:13]=[C:12]([CH2:1][CH2:2][CH2:3][CH2:4][CH2:5][CH2:6][CH2:7][CH2:8][CH2:9][CH2:10][CH3:11])[N:16]=3)[CH:18]=2)[CH:27]=1 |f:1.2|. Procedure: The same procedure as employed in the preparation of Example 357 (step a) but using 3-(3-undecyl-1,2,4-oxadiazol-5-yl)benzaldehyde and 1,1′-biphenyl-3-ylmethylamine hydrobromide gave the title compound as an oil. M+(LC/MS(ESI)): 496.5. HPLC (Condition A), Rt: 4.99 min (HPLC purity: 87.7%). The reactants are C(CCCCCCCCCC)C1=NOC(=N1)C=1C=C(C=O)C=CC1 (3-(3-undecyl-1,2,4-oxadiazol-5-yl)benzaldehyde), Br.C1(=CC(=CC=C1)CN)C1=CC=CC=C1 (1,1′-biphenyl-3-ylmethylamine hydrobromide). Yields the product C1(=CC(=CC=C1)CNCC1=CC(=CC=C1)C1=NC(=NO1)CCCCCCCCCCC)C1=CC=CC=C1 (N-(1,1′-biphenyl-3-ylmethyl)-N-[3-(3-undecyl-1,2,4-oxadiazol-5-yl)benzyl]amine).